This data is from the Open Reaction Database (ORD), a public repository of structured organic reaction records. The task is: describe an organic reaction: reactants, conditions, products, and yield Starting materials: N1=CC=C(C=C1)N1CC(CC1)O (1-(4-pyridinyl)-3-hydroxypyrrolidine), CS(=O)(=O)O (methanesulfonic acid), C(=O)(Cl)Cl (phosgene), ClC=1C=CC(=NC1)NC(C1=C(C=CC=C1)N)=O (N-(5-Chloropyridin-2-yl)-2-aminobenzamide), N1=CC=CC2=CC=CC=C12 (quinoline), N1=CC=CC2=CC=CC=C12 (quinoline). The solvent is ClCCl (dichloromethane), ClCCl (dichloromethane), C1(=CC=CC=C1)C (toluene). Conditions: time 15 second. Product: ClC=1C=CC(=NC1)NC(C1=C(C=CC=C1)NC(=O)OC1CN(CC1)C1=CC=NC=C1)=O (N-(5-Chloropyridin-2-yl)-2-[[1-(4-pyridinyl)pyrrolidin-3-yloxycarbonyl]amino]benzamide). Yield: 32.8%. RXN SMILES: [N:1]1[CH:6]=[CH:5][C:4]([N:7]2[CH2:11][CH2:10][CH:9]([OH:12])[CH2:8]2)=[CH:3][CH:2]=1.CS(O)(=O)=O.N1C2C(=CC=CC=2)C=CC=1.[C:28](Cl)(Cl)=[O:29].[Cl:32][C:33]1[CH:34]=[CH:35][C:36]([NH:39][C:40](=[O:48])[C:41]2[CH:46]=[CH:45][CH:44]=[CH:43][C:42]=2[NH2:47])=[N:37][CH:38]=1>ClCCl.C1(C)C=CC=CC=1>[Cl:32][C:33]1[CH:34]=[CH:35][C:36]([NH:39][C:40](=[O:48])[C:41]2[CH:46]=[CH:45][CH:44]=[CH:43][C:42]=2[NH:47][C:28]([O:12][CH:9]2[CH2:10][CH2:11][N:7]([C:4]3[CH:5]=[CH:6][N:1]=[CH:2][CH:3]=3)[CH2:8]2)=[O:29])=[N:37][CH:38]=1. Procedure: To as solution of 1-(4-pyridinyl)-3-hydroxypyrrolidine (330 mg, 2.01 mmol) in dichloromethane (30 mL) was added methanesulfonic acid (0.15 mL, 2.31 mmol). After 15 seconds, quinoline (0.3 mL, 2.54 mmol) was added, immediately followed by a toluene solution of phosgene (0.65 mL, 1.25 mmol). After 5 minutes, the reaction was placed in an oil bath at 35° C. After 45 minutes, the reaction was cooled to room temperature. N-(5-Chloropyridin-2-yl)-2-aminobenzamide (498 mg, 2.01 mmol) was added, followe... Reactants: C(CCCCCCCO)O (octane-1,8-diol), P(=O)([O-])([O-])[O-].[Na+].[Na+].[Na+] (sodium phosphate), P(=O)([O-])([O-])O.[Na+].[Na+] (disodium phosphate), Cl[O-].[Na+] (sodium hypochlorite). The reagents and catalysts are CC1(CCCC(N1[O])(C)C)C (TEMPO), [Br-].[K+] (potassium bromide). Run in C(Cl)Cl (methylene chloride), O (water). Conditions: time 30 minute. Yields the product C(CCCCCCC=O)=O (octane-1,8-dial). Yield: 99.8%. Reaction SMILES: [CH2:1]([OH:10])[CH2:2][CH2:3][CH2:4][CH2:5][CH2:6][CH2:7][CH2:8][OH:9].P([O-])([O-])([O-])=O.[Na+].[Na+].[Na+].P(O)([O-])([O-])=O.[Na+].[Na+].Cl[O-].[Na+]>C(Cl)Cl.O.CC1(C)N([O])C(C)(C)CCC1.[Br-].[K+]>[CH:1](=[O:10])[CH2:2][CH2:3][CH2:4][CH2:5][CH2:6][CH2:7][CH:8]=[O:9] |f:1.2.3.4,5.6.7,8.9,13.14,^1:36|. Procedure details: To a heterogeneous mixture of octane-1,8-diol (94.64 g, 0.648 mole), TEMPO (5.08 g, 0.038 mole, available from Aldrich Chemical Company, Milwaukee, Wis.), potassium bromide (3.90 g, 0.033 mole), sodium phosphate (7.80 g, 0.065 mole), disodium phosphate (9.24 g, 0.065 mole) in methylene chloride (1.3 L) and water (500 ml) was added dropwise 12% aqueous sodium hypochlorite (1,225 g) slowly over 2 hours while maintaining the temperature below 35° C. The reaction was stirred for an additional 30 min... Starting materials: crude mixture, FC1=CC2=C(C(=NO2)C2CCNCC2)C=C1 (6-fluoro-3-(4-piperidinyl)-1,2-benzisoxazole), Cl.ClCCN1CCOCC1 (2-chloroethyl morpholine hydrochloride), C(=O)([O-])[O-].[K+].[K+] (K2CO3). Run in C(Cl)Cl (DCM), C(C)#N (acetonitrile). Yields the product FC1=CC2=C(C(=NO2)C2CCN(CC2)CCN2CCOCC2)C=C1 (N-[2-[4-(6-Fluoro-1,2-benzisoxazol-3-yl)-1-piperidinyl]ethyl]morpholine). As a reaction SMILES: [F:1][C:2]1[CH:16]=[CH:15][C:5]2[C:6]([CH:9]3[CH2:14][CH2:13][NH:12][CH2:11][CH2:10]3)=[N:7][O:8][C:4]=2[CH:3]=1.Cl.Cl[CH2:19][CH2:20][N:21]1[CH2:26][CH2:25][O:24][CH2:23][CH2:22]1.C([O-])([O-])=O.[K+].[K+]>C(#N)C.C(Cl)Cl>[F:1][C:2]1[CH:16]=[CH:15][C:5]2[C:6]([CH:9]3[CH2:10][CH2:11][N:12]([CH2:19][CH2:20][N:21]4[CH2:26][CH2:25][O:24][CH2:23][CH2:22]4)[CH2:13][CH2:14]3)=[N:7][O:8][C:4]=2[CH:3]=1 |f:1.2,3.4.5|. Reported procedure: A mixture of 6-fluoro-3-(4-piperidinyl)-1,2-benzisoxazole (3.0 g, 13.6 mmol), 2-chloroethyl morpholine hydrochloride (4.46 g, 29.7 mmol) and K2CO3 (7.3 g, 2.2 eq) in acetonitrile (60 ml) was heated at reflux for 24 hours. The crude mixture was diluted with DCM and filtered. The solvent was concentrated to an oil (~7.1 g). Purification on a silica gel column (55 g, SiO2, eluted with MeOH:DCM) yielded a solid product weighing 4 g. Recrystallization from hot ethanol yielded 2.1 g (48%), m.p.=131°-1...